Dataset: the Open Reaction Database (ORD), a public repository of structured organic reaction records. Task: describe an organic reaction: reactants, conditions, products, and yield Starting materials: Cc1cnc(CCl)cn1, CN(C)C=O, [H-], [H][H], O=[N+]([O-])C=C1NCCN1, [Na+], O. As a reaction SMILES: [CH3:14][c:15]1[n:16][cH:17][c:18]([CH2:21][Cl:22])[n:19][cH:20]1.[CH3:23][N:24]([CH3:25])[CH:26]=[O:27].[H-:10].[H:12][H:13].[N+:1](=[O:2])([O-:3])[CH:4]=[C:5]1[NH:6][CH2:7][CH2:8][NH:9]1.[Na+:11].[OH2:28]>>[N+:1](=[O:2])([O-:3])[CH:4]=[C:5]1[N:6]([CH2:21][c:18]2[cH:17][n:16][c:15]([CH3:14])[cH:20][n:19]2)[CH2:7][CH2:8][NH:9]1. The product is Cc1cnc(CN2CCNC2=C[N+](=O)[O-])cn1. Starting materials: [H-].[Na+] (Sodium hydride), C(C)(C)(C)OC(=O)N1[C@H]([C@H](CCC1)O)C1=CC=CC=C1 ([2S,3S]-1-tert-butoxycarbonyl-2-phenylpiperidin-3-ol), CS(=O)(=O)OCC1=CC(=CC(=C1)C(F)(F)F)N1N=NN=C1C (1-(methanesulfonyloxymethyl)-3-(5-methyltetrazol-1-yl)-5-(trifluoromethyl)benzene), C(O)([O-])=O.[Na+] (sodium hydrogen carbonate). The solvent is CN(C=O)C (N,N-dimethylformamide), CN(C=O)C (N,N-dimethylformamide), O (water). Conditions: time 30 minute. The product is C(C)(C)(C)OC(=O)N1[C@H]([C@H](CCC1)OCC1=CC(=CC(=C1)C(F)(F)F)N1N=NN=C1C)C1=CC=CC=C1 ([2S,3S]-1-tert-butoxycarbonyl-2-phenyl-3-[3-(5-methyltetrazol-1-yl)-5-(trifluoromethyl)phenylmethoxy]piperidine). The yield is 51.4%. As a reaction SMILES: [H-].[Na+].[C:3]([O:7][C:8]([N:10]1[CH2:15][CH2:14][CH2:13][C@H:12]([OH:16])[C@@H:11]1[C:17]1[CH:22]=[CH:21][CH:20]=[CH:19][CH:18]=1)=[O:9])([CH3:6])([CH3:5])[CH3:4].CS(O[CH2:28][C:29]1[CH:34]=[C:33]([C:35]([F:38])([F:37])[F:36])[CH:32]=[C:31]([N:39]2[C:43]([CH3:44])=[N:42][N:41]=[N:40]2)[CH:30]=1)(=O)=O.C(=O)([O-])O.[Na+]>CN(C)C=O.O>[C:3]([O:7][C:8]([N:10]1[CH2:15][CH2:14][CH2:13][C@H:12]([O:16][CH2:28][C:29]2[CH:34]=[C:33]([C:35]([F:36])([F:37])[F:38])[CH:32]=[C:31]([N:39]3[C:43]([CH3:44])=[N:42][N:41]=[N:40]3)[CH:30]=2)[C@@H:11]1[C:17]1[CH:22]=[CH:21][CH:20]=[CH:19][CH:18]=1)=[O:9])([CH3:6])([CH3:4])[CH3:5] |f:0.1,4.5|. Procedure details: Sodium hydride (60% dispersion in mineral oil, 24 mg, 0.6 mmol) was added to a stirred, cooled (0° C.) solution of [2S,3S]-1-tert-butoxycarbonyl-2-phenylpiperidin-3-ol (138 mg, 0.5 mmol) in N,N-dimethylformamide (2 ml). The mixture was stirred at room temperature for 30 minutes, cooled in ice and 1-(methanesulfonyloxymethyl)-3-(5-methyltetrazol-1-yl)-5-(trifluoromethyl)benzene (168 mg, 0.5 mmol) in N,N-dimethylformamide (2 ml) was added. The mixture was stirred at room temperature for 66 hours, ... Starting materials: FC1=CC=C(C(=C1F)NC1=C(C=C(C=C1)I)F)N (5,6-difluoro-N1-(2-fluoro-4-iodophenyl)benzene-1,2-diamine), CC1(CC1)S(=O)(=O)Cl (1-methyl-cyclopropanesulfonylchloride). Product: FC=1C(=C(C=CC1F)NS(=O)(=O)C1(CC1)C)NC1=C(C=C(C=C1)I)F (N-(3,4-difluoro-2-(2-fluoro-4-iodophenylamino)phenyl)-1-methylcyclopropane-1-sulfonamide). Reaction SMILES: [F:1][C:2]1[C:7]([F:8])=[C:6]([NH:9][C:10]2[CH:15]=[CH:14][C:13]([I:16])=[CH:12][C:11]=2[F:17])[C:5]([NH2:18])=[CH:4][CH:3]=1.[CH3:19][C:20]1([S:23](Cl)(=[O:25])=[O:24])[CH2:22][CH2:21]1>>[F:8][C:7]1[C:6]([NH:9][C:10]2[CH:15]=[CH:14][C:13]([I:16])=[CH:12][C:11]=2[F:17])=[C:5]([NH:18][S:23]([C:20]2([CH3:19])[CH2:22][CH2:21]2)(=[O:25])=[O:24])[CH:4]=[CH:3][C:2]=1[F:1]. Reported procedure: According to the general procedure B, 5,6-difluoro-N1-(2-fluoro-4-iodophenyl)benzene-1,2-diamine was reacted with 1-methyl-cyclopropanesulfonylchloride to obtain the desired product. 1H NMR (300 MHz, CDCl3): δ 7.42 (dd, J=1.8 & 10.5 Hz, 1H), 7.36 (ddd, J=2.4, 4.5 & 9.0 Hz, 1H), 7.27 (d, J=6.0 Hz, 1H), 7.07 (dd, J=9.3 & 17.7 Hz, 1H), 6.24 (dt, J=2.1, 8.7 & 17.4 Hz, 1H), 5.86 (br s, 1H), 1.43 (s, 3H), 1.33 (t, J=5.4 Hz, 2H), 0.75 (dd, J=5.1 & 6.3 Hz, 2H); m/z=481 [M−1]−. The reactants are COCCC1CNCCN1, Cl, NC1=Nc2ccccc2Nc2sc3ccccc3c21. The product is COCCC1CN(C2=Nc3ccccc3Nc3sc4ccccc4c32)CCN1. Reaction SMILES: [CH3:21][O:22][CH2:23][CH2:24][CH:25]1[NH:26][CH2:27][CH2:28][NH:29][CH2:30]1.[ClH:1].[cH:2]1[cH:3][cH:4][cH:5][c:6]2[c:7]1[s:8][c:9]1[c:15]2[C:14]([NH2:16])=[N:13][c:12]2[c:11]([cH:20][cH:19][cH:18][cH:17]2)[NH:10]1>>[cH:2]1[cH:3][cH:4][cH:5][c:6]2[c:7]1[s:8][c:9]1[c:15]2[C:14]([N:16]2[CH2:28][CH2:27][NH:26][CH:25]([CH2:24][CH2:23][O:22][CH3:21])[CH2:30]2)=[N:13][c:12]2[c:11]([cH:20][cH:19][cH:18][cH:17]2)[NH:10]1. Starting materials: C(#N)CN1CCC(CC1)CNC(OC(C)(C)C)=O (tert-butyl (1-(cyanomethyl)piperidin-4-yl)methylcarbamate). Reagents/catalysts: [Ni] (Raney nickel). Run in CO (CH3OH). Run at time 8 hour. Product: NCCN1CCC(CC1)CNC(OC(C)(C)C)=O (tert-butyl (1-(2-aminoethyl)piperidin-4-yl)methylcarbamate). As a reaction SMILES: [C:1]([CH2:3][N:4]1[CH2:9][CH2:8][CH:7]([CH2:10][NH:11][C:12](=[O:18])[O:13][C:14]([CH3:17])([CH3:16])[CH3:15])[CH2:6][CH2:5]1)#[N:2]>CO.[Ni]>[NH2:2][CH2:1][CH2:3][N:4]1[CH2:9][CH2:8][CH:7]([CH2:10][NH:11][C:12](=[O:18])[O:13][C:14]([CH3:16])([CH3:15])[CH3:17])[CH2:6][CH2:5]1. Procedure details: To a hydrogenation flask charged with a solution of tert-butyl (1-(cyanomethyl)piperidin-4-yl)methylcarbamate (5.4 g, 21.3 mmol) in CH3OH (20 mL) was added Raney nickel (˜1 g, rinsed with CH3OH). The flask was shaken at room temperature under hydrogen (40 psi) overnight. The reaction mixture was then filtered through a celite cake, and the filtrate was concentrated to give sticky foam which was used in the next step without further purification. The reactants are CC(=O)OC1CSC(Oc2cncc(Br)c2)C(OC(C)=O)C1OC(C)=O, Cc1cc(B(O)O)ccc1F. Yields the product CC(=O)OC1CSC(Oc2cncc(-c3ccc(F)c(C)c3)c2)C(OC(C)=O)C1OC(C)=O. RXN SMILES: [C:1]([CH3:2])(=[O:3])[O:4][CH:5]1[CH:6]([O:7][c:8]2[cH:9][n:10][cH:11][c:12]([Br:14])[cH:13]2)[S:15][CH2:16][CH:17]([O:23][C:24]([CH3:25])=[O:26])[CH:18]1[O:19][C:20]([CH3:21])=[O:22].[F:27][c:28]1[c:29]([CH3:37])[cH:30][c:31]([B:34]([OH:35])[OH:36])[cH:32][cH:33]1>>[C:1]([CH3:2])(=[O:3])[O:4][CH:5]1[CH:6]([O:7][c:8]2[cH:9][n:10][cH:11][c:12](-[c:31]3[cH:30][c:29]([CH3:37])[c:28]([F:27])[cH:33][cH:32]3)[cH:13]2)[S:15][CH2:16][CH:17]([O:23][C:24]([CH3:25])=[O:26])[CH:18]1[O:19][C:20]([CH3:21])=[O:22]. Yields the product O[C@H](COC1=CC=CC=2NC(NC21)=O)CNC2CCN(CC2)C2=CC=C(C=C2)C=C2C(N=C(S2)N2CCOCC2)=O (4-((2S)-2-Hydroxy-3-{1-[4-(2-morpholin-4-yl-4-oxo-4H-thiazol-5-ylidenemethyl)-phenyl]-piperidin-4-ylamino}-propoxy)-1,3-dihydro-benzoimidazol-2-one). Reported procedure: The title compound was prepared from 1-[4-(2-morpholin-4-yl-4-oxo-4H-thiazol-5-ylidenemethyl)-phenyl]-piperidin-4-one (which was obtained in Intermediate 28) and (S)-4-[2-hydroxy-3-aminopropoxy]-1,3-dihydro-2H-benzimidazol-2-one (Jesudason, C. D., et al., EP 0 764 640) according to the procedure of Example 1 as a yellowish solid; mp>150° C. (dec.); 1H NMR (300 MHz, DMSO-d6) δ1.20-1-40 (m, 2 H), 1.80-1.95 (m, 2 H), 2.55-2.95 (m, 4 H), 3.60-4.10 (m, 14 H), 4.90 (br s, 1 H), 6.56 (d, J=7.8 Hz, 1 H)... Reaction SMILES: [N:1]1([C:7]2[S:8][C:9](=[CH:13][C:14]3[CH:19]=[CH:18][C:17]([N:20]4[CH2:25][CH2:24][C:23](=O)[CH2:22][CH2:21]4)=[CH:16][CH:15]=3)[C:10](=[O:12])[N:11]=2)[CH2:6][CH2:5][O:4][CH2:3][CH2:2]1.[OH:27][C@@H:28]([CH2:41][NH2:42])[CH2:29][O:30][C:31]1[C:39]2[NH:38][C:37](=[O:40])[NH:36][C:35]=2[CH:34]=[CH:33][CH:32]=1>>[OH:27][C@@H:28]([CH2:41][NH:42][CH:23]1[CH2:22][CH2:21][N:20]([C:17]2[CH:18]=[CH:19][C:14]([CH:13]=[C:9]3[S:8][C:7]([N:1]4[CH2:2][CH2:3][O:4][CH2:5][CH2:6]4)=[N:11][C:10]3=[O:12])=[CH:15][CH:16]=2)[CH2:25][CH2:24]1)[CH2:29][O:30][C:31]1[C:39]2[NH:38][C:37](=[O:40])[NH:36][C:35]=2[CH:34]=[CH:33][CH:32]=1. Starting materials: N1(CCOCC1)C=1SC(C(N1)=O)=CC1=CC=C(C=C1)N1CCC(CC1)=O (1-[4-(2-morpholin-4-yl-4-oxo-4H-thiazol-5-ylidenemethyl)-phenyl]-piperidin-4-one), N1(CCOCC1)C=1SC(C(N1)=O)=CC1=CC=C(C=C1)N1CCC(CC1)=O (1-[4-(2-morpholin-4-yl-4-oxo-4H-thiazol-5-ylidenemethyl)-phenyl]-piperidin-4-one), O[C@H](COC1=CC=CC=2NC(NC21)=O)CN ((S)-4-[2-hydroxy-3-aminopropoxy]-1,3-dihydro-2H-benzimidazol-2-one). Reactants: c1ccc(Cn2c3ccc(-n4c5ccccc5c5ccccc54)cc3c3cc(-n4c5ccccc5c5ccccc54)ccc32)cc1, CC(C)(C)[O-], C(=Nc1ccccc1)c1ccccc1, [K+], CN(C)C=O, O. Yields the product c1ccc2c(c1)c1ccccc1n2-c1ccc2[nH]c3ccc(-n4c5ccccc5c5ccccc54)cc3c2c1. As a reaction SMILES: [CH2:1]([c:2]1[cH:3][cH:4][cH:5][cH:6][cH:7]1)[n:8]1[c:9]2[cH:10][cH:11][c:12](-[n:34]3[c:35]4[cH:36][cH:37][cH:38][cH:39][c:40]4[c:41]4[cH:42][cH:43][cH:44][cH:45][c:46]34)[cH:13][c:14]2[c:15]2[cH:16][c:17](-[n:21]3[c:22]4[cH:23][cH:24][cH:25][cH:26][c:27]4[c:28]4[cH:29][cH:30][cH:31][cH:32][c:33]34)[cH:18][cH:19][c:20]12.[CH3:61][C:62]([CH3:63])([O-:64])[CH3:65].[CH:47](=[N:48][c:49]1[cH:50][cH:51][cH:52][cH:53][cH:54]1)[c:55]1[cH:56][cH:57][cH:58][cH:59][cH:60]1.[K+:66].[O:67]=[CH:68][N:69]([CH3:70])[CH3:71].[OH2:72]>>[nH:8]1[c:9]2[cH:10][cH:11][c:12](-[n:34]3[c:35]4[cH:36][cH:37][cH:38][cH:39][c:40]4[c:41]4[cH:42][cH:43][cH:44][cH:45][c:46]34)[cH:13][c:14]2[c:15]2[cH:16][c:17](-[n:21]3[c:22]4[cH:23][cH:24][cH:25][cH:26][c:27]4[c:28]4[cH:29][cH:30][cH:31][cH:32][c:33]34)[cH:18][cH:19][c:20]12. Starting materials: ICCCOC1OCCCC1 (3-iodo-1-tetrahydro-2-pyranyloxy propane), C1(=CC=CC=C1)P(C1=CC=CC=C1)C1=CC=CC=C1 (triphenylphosphine). Solvent: C1=CC=CC=C1 (benzene). Product: [I-].O1C(CCCC1)OCCC[P+](C1=CC=CC=C1)(C1=CC=CC=C1)C1=CC=CC=C1 (3-Tetrahydropyranyloxypropyl triphenyl phosphonium iodide). As a reaction SMILES: [I:1][CH2:2][CH2:3][CH2:4][O:5][CH:6]1[CH2:11][CH2:10][CH2:9][CH2:8][O:7]1.[C:12]1([P:18]([C:25]2[CH:30]=[CH:29][CH:28]=[CH:27][CH:26]=2)[C:19]2[CH:24]=[CH:23][CH:22]=[CH:21][CH:20]=2)[CH:17]=[CH:16][CH:15]=[CH:14][CH:13]=1>C1C=CC=CC=1>[I-:1].[O:7]1[CH2:8][CH2:9][CH2:10][CH2:11][CH:6]1[O:5][CH2:4][CH2:3][CH2:2][P+:18]([C:19]1[CH:20]=[CH:21][CH:22]=[CH:23][CH:24]=1)([C:25]1[CH:30]=[CH:29][CH:28]=[CH:27][CH:26]=1)[C:12]1[CH:13]=[CH:14][CH:15]=[CH:16][CH:17]=1 |f:3.4|. Reported procedure: A solution of 3-iodo-1-tetrahydro-2-pyranyloxy propane (20.43 g, 75.63 mmole), and triphenylphosphine (19.84 g, 75.63 mmole) in 150 ml of dry benzene was refluxed under an atmosphere of nitrogen for 24 hours. The solvent was evaporated in vacuo to give a sticky gum. This was rinsed with acetonitrile (80 ml) when a white solid precipitated out. The solid was filtered and dried over phosphorous pentoxide at 60° C. in vacuo for 20 hours to give 32.8 g of the title B compound. The product is N1(N(C(CC1)C(=O)OC(C)(C)C)C(=O)OC(C)(C)C)C(=O)OCC1=CC=CC=C1 (1-benzyl 2,3-di-tert-butyl pyrazolidine-1,2,3-tricarboxylate). Reported procedure: Sat. aq. K2CO3 (210 mL) was added into a solution of benzyl chloroformate (12.0 ml, 84 mmol) and crude di-tert-butyl pyrazolidine-1,5-dicarboxylate (12.74 g, assumed 46.8 mmol) in acetonitrile (137 ml) at 0° C. The reaction was allowed to warm to room temperature and was stirred for 4.5 hrs. The aqueous phase was extracted with EtOAc (3×100 mL), and the organic layers were dried over Na2SO4. The solvents were removed in vacuo, and the crude product was purified by silica gel chromatography (Comb... As a reaction SMILES: C([O-])([O-])=O.[K+].[K+].Cl[C:8]([O:10][CH2:11][C:12]1[CH:17]=[CH:16][CH:15]=[CH:14][CH:13]=1)=[O:9].[N:18]1([C:30]([O:32][C:33]([CH3:36])([CH3:35])[CH3:34])=[O:31])[CH:22]([C:23]([O:25][C:26]([CH3:29])([CH3:28])[CH3:27])=[O:24])[CH2:21][CH2:20][NH:19]1>C(#N)C>[N:19]1([C:8]([O:10][CH2:11][C:12]2[CH:17]=[CH:16][CH:15]=[CH:14][CH:13]=2)=[O:9])[CH2:20][CH2:21][CH:22]([C:23]([O:25][C:26]([CH3:28])([CH3:29])[CH3:27])=[O:24])[N:18]1[C:30]([O:32][C:33]([CH3:36])([CH3:35])[CH3:34])=[O:31] |f:0.1.2|. The solvent is C(C)#N (acetonitrile). Reaction conditions: time 4.5 hour. The reactants are C(=O)([O-])[O-].[K+].[K+] (K2CO3), ClC(=O)OCC1=CC=CC=C1 (benzyl chloroformate), N1(NCCC1C(=O)OC(C)(C)C)C(=O)OC(C)(C)C (di-tert-butyl pyrazolidine-1,5-dicarboxylate). Yield: 74.4%.